This data is from the Open Reaction Database (ORD), a public repository of structured organic reaction records. The task is: describe an organic reaction: reactants, conditions, products, and yield The reactants are C(#N)C1=CC(=C(C=C1)C1=NOC(=C1)C(=O)O)F (3-(4-cyano-2-fluoro-phenyl)-isoxazole-5-carboxylic acid), C1(CC1)NC1CCN(CC1)C1=NC(=NO1)C(C)C (cyclopropyl-[1-(3-isopropyl-[1,2,4]oxadiazol-5-yl)-piperidin-4-yl]-amine). Yields the product C1(CC1)N(C(=O)C1=CC(=NO1)C1=C(C=C(C=C1)C#N)F)C1CCN(CC1)C1=NC(=NO1)C(C)C (3-(4-Cyano-2-fluoro-phenyl)-isoxazole-5-carboxylic acid cyclopropyl-[1-(3-isopropyl-[1,2,4]oxadiazol-5-yl)-piperidin-4-yl]-amide). RXN SMILES: [C:1]([C:3]1[CH:8]=[CH:7][C:6]([C:9]2[CH:13]=[C:12]([C:14]([OH:16])=O)[O:11][N:10]=2)=[C:5]([F:17])[CH:4]=1)#[N:2].[CH:18]1([NH:21][CH:22]2[CH2:27][CH2:26][N:25]([C:28]3[O:32][N:31]=[C:30]([CH:33]([CH3:35])[CH3:34])[N:29]=3)[CH2:24][CH2:23]2)[CH2:20][CH2:19]1>>[CH:18]1([N:21]([CH:22]2[CH2:27][CH2:26][N:25]([C:28]3[O:32][N:31]=[C:30]([CH:33]([CH3:35])[CH3:34])[N:29]=3)[CH2:24][CH2:23]2)[C:14]([C:12]2[O:11][N:10]=[C:9]([C:6]3[CH:7]=[CH:8][C:3]([C:1]#[N:2])=[CH:4][C:5]=3[F:17])[CH:13]=2)=[O:16])[CH2:19][CH2:20]1. Procedure: The title compound is prepared from 3-(4-cyano-2-fluoro-phenyl)-isoxazole-5-carboxylic acid and cyclopropyl-[1-(3-isopropyl-[1,2,4]oxadiazol-5-yl)-piperidin-4-yl]-amine following a procedure analogous to that described in Example 18. LC (method 18): tR=1.23 min; Mass spectrum (ESI+): m/z=465 [M+H]+. Procedure: To a round-bottomed flask previously purged with anhydrous argon are added 1-tetradecylimidazole [2-5] (1.023 g, 3.9 mmol), 2-(4-bromomethyl-phenyI)-5-phenyl-oxazole (1.215 g, 3.9 mmol) and anhydrous THF (15 mL). The reaction mixture is stirred at 80° C. for 12 hours. The solvent is removed in vacuo and the product is washed with 3 times 10 mL Et2O and dried under reduced pressure at ambient temperature. The product is purified by flash chromatography (silica gel column, elution with DCM-MeOH, M... Yields the product [Br-].C1(=CC=CC=C1)C1=CN=C(O1)C1=CC=C(CN2C=[N+](C=C2)CCCCCCCCCCCCCC)C=C1 (3-[4-(5-Phényl-oxazol-2-yl)-benzyl]-1-tétradécyl-3H-imidazol-1-ium bromide). Conditions: temperature 80 celsius, time 12 hour. The reactants are C(CCCCCCCCCCCCC)N1C=NC=C1 (1-tetradecylimidazole), BrCC1=CC=C(C=C1)C=1OC(=CN1)C1=CC=CC=C1 (2-(4-bromomethyl-phenyI)-5-phenyl-oxazole). Run in C1CCOC1 (THF). RXN SMILES: [CH2:1]([N:15]1[CH:19]=[CH:18][N:17]=[CH:16]1)[CH2:2][CH2:3][CH2:4][CH2:5][CH2:6][CH2:7][CH2:8][CH2:9][CH2:10][CH2:11][CH2:12][CH2:13][CH3:14].[Br:20][CH2:21][C:22]1[CH:27]=[CH:26][C:25]([C:28]2[O:29][C:30]([C:33]3[CH:38]=[CH:37][CH:36]=[CH:35][CH:34]=3)=[CH:31][N:32]=2)=[CH:24][CH:23]=1>C1COCC1>[Br-:20].[C:33]1([C:30]2[O:29][C:28]([C:25]3[CH:24]=[CH:23][C:22]([CH2:21][N:17]4[CH:18]=[CH:19][N+:15]([CH2:1][CH2:2][CH2:3][CH2:4][CH2:5][CH2:6][CH2:7][CH2:8][CH2:9][CH2:10][CH2:11][CH2:12][CH2:13][CH3:14])=[CH:16]4)=[CH:27][CH:26]=3)=[N:32][CH:31]=2)[CH:38]=[CH:37][CH:36]=[CH:35][CH:34]=1 |f:3.4|. Starting materials: BrC1C=C(C(C1)=O)CCCCCCC(=O)O (4-bromo-2-(6-carboxyhexyl)cyclopent-2-en-1-one), CO (MeOH), C(CO)O (ethylene glycol), N1=C(C=CC=C1C)C (2,6-lutidine). Reagents/catalysts: [B-](F)(F)(F)F.[Ag+] (silver fluoborate). Run in O (water). Conditions: time 2 hour. Product: OCCOC1C=C(C(C1)=O)CCCCCCC(=O)O (4-(2-hydroxyethoxy)-2-(6-carboxyhexyl)cyclopent-2-en-1-one). As a reaction SMILES: Br[CH:2]1[CH2:6][C:5](=[O:7])[C:4]([CH2:8][CH2:9][CH2:10][CH2:11][CH2:12][CH2:13][C:14]([OH:16])=[O:15])=[CH:3]1.[CH2:17]([OH:20])[CH2:18][OH:19].N1C(C)=CC=CC=1C.CO>O.[B-](F)(F)(F)F.[Ag+]>[OH:19][CH2:18][CH2:17][O:20][CH:2]1[CH2:6][C:5](=[O:7])[C:4]([CH2:8][CH2:9][CH2:10][CH2:11][CH2:12][CH2:13][C:14]([OH:16])=[O:15])=[CH:3]1 |f:5.6|. Procedure details: To a stirred solution of 19.1 g. of crude 4-bromo-2-(6-carboxyhexyl)cyclopent-2-en-1-one (Example 8) in 310 ml. of ethylene glycol is added 15.6 g. (80 mmole) of silver fluoborate during 2 minutes. The exothermic reaction is controlled to give a temperature of 29° C., and after 1 minute the mixture is treated during 1 minute with 8.6 g. (λmmole) of 2,6-lutidine. The mixture is stirred at ambient temperature for 2 hours, diluted with water, and filtered. The filtrate is diluted with saturated sod... The reactants are CCOC(=O)/N=N/C(=O)OCC (DEAD), COC(=O)C=1C=2C=CN(C2C=C(C1)O)C(C)C (6-hydroxy-1-isopropyl-1H-indole-4-carboxylic acid methyl ester), CN(CCO)C (2-dimethylamino-ethanol), C1=CC=C(C=C1)P(C2=CC=CC=C2)C3=CC=CC=C3 (PPh3). Run in C1CCOC1 (THF). Reaction conditions: time 16 hour. Yields the product COC(=O)C=1C=2C=CN(C2C=C(C1)OCCN(C)C)C(C)C (6-(2-Dimethylamino-ethoxy)-1-isopropyl-1H-indole-4-carboxylic acid methyl ester). Yield: 60.2%. As a reaction SMILES: [CH3:1][O:2][C:3]([C:5]1[C:6]2[CH:7]=[CH:8][N:9]([CH:15]([CH3:17])[CH3:16])[C:10]=2[CH:11]=[C:12]([OH:14])[CH:13]=1)=[O:4].[CH3:18][N:19]([CH3:23])[CH2:20][CH2:21]O.C1C=CC(P(C2C=CC=CC=2)C2C=CC=CC=2)=CC=1.CCOC(/N=N/C(OCC)=O)=O>C1COCC1>[CH3:1][O:2][C:3]([C:5]1[C:6]2[CH:7]=[CH:8][N:9]([CH:15]([CH3:17])[CH3:16])[C:10]=2[CH:11]=[C:12]([O:14][CH2:21][CH2:20][N:19]([CH3:23])[CH3:18])[CH:13]=1)=[O:4]. Reported procedure: To a cooled (0° C.) mixture of 6-hydroxy-1-isopropyl-1H-indole-4-carboxylic acid methyl ester (700 mg, 3 mmol), 2-dimethylamino-ethanol (320 mg, 3.60 mmol) and PPh3 (948 mg, 3.60 mmol) in THF (10 mL) was added DEAD (620 mg, 3.60 mmol) and stirred for 16 h at RT. Reaction mixture was concentrated under reduced pressure and the residue was purified by column chromatography by eluting with 2% MeOH in chloroform to afford the title compound (550 mg, 60%) as colorless gum. LCMS (ES+): m/z=305.36 [M+H... The reactants are BrB(Br)Br, COC(=O)c1cc(Br)c(Oc2cc(C(C)C)c(OC)cc2C(=O)c2ccccc2)c(Br)c1, ClCCl. Yields the product COC(=O)c1cc(Br)c(Oc2cc(C(C)C)c(O)cc2C(=O)c2ccccc2)c(Br)c1. RXN SMILES: [B:33]([Br:34])([Br:35])[Br:36].[CH3:1][O:2][C:3]([c:4]1[cH:5][c:6]([Br:31])[c:7]([O:11][c:12]2[c:13]([C:23]([c:24]3[cH:25][cH:26][cH:27][cH:28][cH:29]3)=[O:30])[cH:14][c:15]([O:21][CH3:22])[c:16]([CH:18]([CH3:19])[CH3:20])[cH:17]2)[c:8]([Br:10])[cH:9]1)=[O:32].[Cl:37][CH2:38][Cl:39]>>[CH3:1][O:2][C:3]([c:4]1[cH:5][c:6]([Br:31])[c:7]([O:11][c:12]2[c:13]([C:23]([c:24]3[cH:25][cH:26][cH:27][cH:28][cH:29]3)=[O:30])[cH:14][c:15]([OH:21])[c:16]([CH:18]([CH3:19])[CH3:20])[cH:17]2)[c:8]([Br:10])[cH:9]1)=[O:32]. Reactants: C(C1=CC=CC=C1)(C1=CC=CC=C1)[C@@H]1CC[C@@H](CN1)N ((−)-cis-6-Benzhydrylpiperidin-3-ylamine), O1C(CC2=CC=CC=C2)C1 (S-(−)-2,3-epoxypropyl benzene). The product is C(C1=CC=CC=C1)(C1=CC=CC=C1)[C@@H]1CC[C@@H](CN1)NC[C@H](CC1=CC=CC=C1)O ((S)-1-[(3S,6S)-6-benzhydrylpiperidin-3-ylamino)-3-phenylpropan-2-ol). The yield is 32.9%. RXN SMILES: [CH:1]([C@H:14]1[NH:19][CH2:18][C@@H:17]([NH2:20])[CH2:16][CH2:15]1)([C:8]1[CH:13]=[CH:12][CH:11]=[CH:10][CH:9]=1)[C:2]1[CH:7]=[CH:6][CH:5]=[CH:4][CH:3]=1.[O:21]1[CH2:30][CH:22]1[CH2:23][C:24]1[CH:29]=[CH:28][CH:27]=[CH:26][CH:25]=1>>[CH:1]([C@H:14]1[NH:19][CH2:18][C@@H:17]([NH:20][CH2:30][C@@H:22]([OH:21])[CH2:23][C:24]2[CH:29]=[CH:28][CH:27]=[CH:26][CH:25]=2)[CH2:16][CH2:15]1)([C:8]1[CH:13]=[CH:12][CH:11]=[CH:10][CH:9]=1)[C:2]1[CH:3]=[CH:4][CH:5]=[CH:6][CH:7]=1. Procedure details: Compound 3 (0.075 g, 0.281 mmol) was reacted with S-(−)-2,3-epoxypropyl benzene (0.056 g, 0.422 mmol) (Procedure A) and was purified by flash column chromatography over silica gel using diethyl ether/MeOH/Et3N (90:10:0.2) to yield 4d (0.037 g, 33%). 1H NMR (400 MHz, CDCl3): δ 1.23-1.35 (2H, m, H-5), 1.41-1.49 (1H, m, H-4ax), 1.75-1.78 (1H, m, H-4eq), 2.36-2.41 (1H, dd, J=3.2 Hz, J=8.8 Hz, NHCH2), 2.66-2.84 (5H, m, H-2, NHCH2, Ph-CH2), 2.89-2.92 (1H, m, H-3eq), 3.23 (1H, dt, J=2.4 Hz, J=10.0 Hz, ...